From a dataset of the Open Reaction Database (ORD), a public repository of structured organic reaction records. describe an organic reaction: reactants, conditions, products, and yield Reactants: C(C)(=O)C1=CC=C(C(=O)OC)C=C1 (methyl 4-acetylbenzoate), FC(C(F)(F)F)(F)[Si](C)(C)C ((pentafluoroethyl)trimethylsilane), [F-].C(CCC)[N+](CCCC)(CCCC)CCCC (tetrabutylammonium fluoride), Cl (hydrochloric acid). Solvent: O1CCCC1 (tetrahydrofuran). Conditions: time 8 hour. The product is FC(C(C)(O)C1=CC=C(C(=O)OC)C=C1)(C(F)(F)F)F (methyl 4-(2,2,3,3,3-pentafluoro-1-hydroxy-1-methylpropyl)benzoate). Isolated yield 66.6%. Reaction SMILES: [C:1]([C:4]1[CH:13]=[CH:12][C:7]([C:8]([O:10][CH3:11])=[O:9])=[CH:6][CH:5]=1)(=[O:3])[CH3:2].[F:14][C:15]([Si](C)(C)C)([F:20])[C:16]([F:19])([F:18])[F:17].[F-].C([N+](CCCC)(CCCC)CCCC)CCC.Cl>O1CCCC1>[F:14][C:15]([F:20])([C:16]([F:19])([F:18])[F:17])[C:1]([C:4]1[CH:13]=[CH:12][C:7]([C:8]([O:10][CH3:11])=[O:9])=[CH:6][CH:5]=1)([OH:3])[CH3:2] |f:2.3|. Procedure: To a solution of methyl 4-acetylbenzoate (700 mg, 3.85 mmol) in tetrahydrofuran (7.7 mL) were added (pentafluoroethyl)trimethylsilane (1370 mg, 6.93 mmol) and tetrabutylammonium fluoride (tetrahydrofuran solution, 1 mol/L, 5.7 μL, 5.78 mmol) at 0° C., and the mixture was stirred at room temperature overnight. To the solution was added 1 mol/L hydrochloric acid solution, and the mixture was extracted with ethyl acetate three times. The organic layer was combined, filtered through Phase-separator ... Starting materials: COc1ccc(-c2csc3c2-n2cc(Br)cc2C3=O)cc1, C[O-], [Na+]. Yields the product COc1ccc(-c2csc3c2-n2cc(OC)cc2C3=O)cc1. Reaction SMILES: [Br:1][c:2]1[cH:3][n:4]2[c:8]([cH:9]1)[C:7](=[O:10])[c:6]1[c:5]-2[c:13](-[c:14]2[cH:15][cH:16][c:17]([O:20][CH3:21])[cH:18][cH:19]2)[cH:12][s:11]1.[CH3:22][O-:23].[Na+:24]>>[c:2]1([O:23][CH3:22])[cH:3][n:4]2[c:8]([cH:9]1)[C:7](=[O:10])[c:6]1[c:5]-2[c:13](-[c:14]2[cH:15][cH:16][c:17]([O:20][CH3:21])[cH:18][cH:19]2)[cH:12][s:11]1. Starting materials: O (water), CC1=C2C3CCCCC3C(C2=C(C(=C1)C)OC)=O (5,7-dimethyl-8-methoxy-1,2,3,4,4a,9a-hexahydro-9-fluorenone), [Cl-].[Al+3].[Cl-].[Cl-] (aluminum chloride), [I-].[Na+] (sodium iodide). Solvent: C(C)#N (acetonitrile). Conditions: time 1.5 hour. Product: CC1=C2C3CCCCC3C(C2=C(C(=C1)C)O)=O (5,7-dimethyl-8-hydroxy-1,2,3,4,4a,9a-hexahydro-9-fluorenone). As a reaction SMILES: [CH3:1][C:2]1[CH:14]=[C:13]([CH3:15])[C:12]([O:16]C)=[C:11]2[C:3]=1[CH:4]1[CH:9]([C:10]2=[O:18])[CH2:8][CH2:7][CH2:6][CH2:5]1.[I-].[Na+].[Cl-].[Al+3].[Cl-].[Cl-].O>C(#N)C>[CH3:1][C:2]1[CH:14]=[C:13]([CH3:15])[C:12]([OH:16])=[C:11]2[C:3]=1[CH:4]1[CH:9]([C:10]2=[O:18])[CH2:8][CH2:7][CH2:6][CH2:5]1 |f:1.2,3.4.5.6|. Reported procedure: 10 Grams of 5,7-dimethyl-8-methoxy-1,2,3,4,4a,9a-hexahydro-9-fluorenone was dissolved in 45 ml of acetonitrile and to the solution were gradually added 12.14 g of sodium iodide and 10.79 g of freshly ground aluminum chloride. After stirring at room temperature for 1.5 hour, the reaction mixture was poured into water and extracted with dichloromethane. The organic layer was dried with magnesium sulfate and then the solvent was distilled off. The residue was purified by a silica gel column chromat...